describe an organic reaction: reactants, conditions, products, and yield From a dataset of the Open Reaction Database (ORD), a public repository of structured organic reaction records. Reactants: COC1=C(C#N)C=CC=C1OC (2,3-dimethoxy benzonitrile), [Mg] (magnesium), [Mg] (magnesium), C(C)(C)I (isopropyl iodide). Run in C(C)OCC (diethylether), C(C)OCC (diethylether). Reaction conditions: temperature 0 celsius. The product is C(C)(C)C1=C(C#N)C=CC=C1OC (2-Isopropyl-3-methoxybenzonitrile). Isolated yield 24.9%. As a reaction SMILES: [Mg].[CH:2](I)([CH3:4])[CH3:3].CO[C:8]1[C:15]([O:16][CH3:17])=[CH:14][CH:13]=[CH:12][C:9]=1[C:10]#[N:11]>C(OCC)C>[CH:2]([C:8]1[C:15]([O:16][CH3:17])=[CH:14][CH:13]=[CH:12][C:9]=1[C:10]#[N:11])([CH3:4])[CH3:3]. Procedure details: To a mixture of 2.76 g (0.115 mol) of magnesium in 75 mL of diethylether, was slowly added 24.31 g (0.143 mol) isopropyl iodide. The resulting reaction mixture was allowed to react until all of the magnesium was consumed. Then, a solution of 15.0 g (0.92 mol) of 2,3-dimethoxy benzonitrile in 75 mL of diethylether was added over ninety minutes. The resulting reaction mixture was reacted overnight at room temperature and then refluxed for four hours. The resultant reaction mixture was then cooled ... Product: O=[PH](OCc1ccccc1)OCc1ccccc1. RXN SMILES: [C:1]([NH-:2])([O:3][CH2:4][c:5]1[cH:6][cH:7][cH:8][cH:9][cH:10]1)=[O:11].[CH2:17]([c:18]1[cH:19][cH:20][cH:21][cH:22][cH:23]1)[O:24][P:25]([O:26][CH2:34][c:35]1[cH:36][cH:37][cH:38][cH:39][cH:40]1)[N:27]([CH:28]([CH3:29])[CH3:30])[CH:31]([CH3:32])[CH3:33].[Cl:63][CH2:64][Cl:65].[Na+:56].[Na+:57].[Na+:62].[O-:58][C:59]([OH:60])=[O:61].[OH:41][O:42][C:43]([c:44]1[cH:45][c:46]([Cl:47])[cH:48][cH:49][cH:50]1)=[O:51].[S:52]([O-:53])([O-:54])=[O:55].[nH:12]1[cH:13][n:14][n:15][n:16]1>>[O:3]([CH2:4][c:5]1[cH:6][cH:7][cH:8][cH:9][cH:10]1)[PH:25]([O:24][CH2:17][c:18]1[cH:19][cH:20][cH:21][cH:22][cH:23]1)=[O:26]. Starting materials: [NH-]C(=O)OCc1ccccc1, CC(C)N(C(C)C)P(OCc1ccccc1)OCc1ccccc1, ClCCl, [Na+], [Na+], [Na+], O=C([O-])O, O=C(OO)c1cccc(Cl)c1, O=S([O-])[O-], c1nnn[nH]1. Starting materials: COC1=NC=CC=C1CN1CCC(CC1)=CC(=O)OCC (ethyl 2-[1-[(2-methoxy-3-pyridyl)methyl)hexahydro-4-pyridinylidene]acetate), [H][H] (hydrogen). The reagents and catalysts are [C].[Pd] (palladium-carbon). The solvent is C(C)(=O)OCC (ethyl acetate). Conditions: time 1 hour. The product is COC1=NC=CC=C1CN1CCC(CC1)CC(=O)OCC (Ethyl 2-[1-[(2-methoxy-3-pyridyl)methyl]-4-piperidyl]acetate). Reaction SMILES: [CH3:1][O:2][C:3]1[C:8]([CH2:9][N:10]2[CH2:15][CH2:14][C:13](=[CH:16][C:17]([O:19][CH2:20][CH3:21])=[O:18])[CH2:12][CH2:11]2)=[CH:7][CH:6]=[CH:5][N:4]=1.[H][H]>C(OCC)(=O)C.[C].[Pd]>[CH3:1][O:2][C:3]1[C:8]([CH2:9][N:10]2[CH2:15][CH2:14][CH:13]([CH2:16][C:17]([O:19][CH2:20][CH3:21])=[O:18])[CH2:12][CH2:11]2)=[CH:7][CH:6]=[CH:5][N:4]=1 |f:3.4|. Procedure details: 2.6 g of ethyl 2-[1-[(2-methoxy-3-pyridyl)methyl)hexahydro-4-pyridinylidene]acetate and 380 mg of 10% palladium-carbon powder (water-containing product) were suspended in 20 ml of ethyl acetate. After replacing the atmosphere of a container with hydrogen, the mixture was stirred at room temperature under normal pressure for one hour. The reaction solution was filtered, and the filtrate was evaporated, to give the title compound as a yellow oil (quantitatively). Reactants: Cl (hydrochloric acid), N(=[N+]=[N-])[C@@H]1C(N([C@@H]1C=CC1=CC=CC=C1)C1=CC=C(C=C1)OC)=O ((cis)-3-azido-1-(4-methoxyphenyl)-4-(2-phenylethenyl)-2-oxoazetidine), C(C)O.ClCCl (ethanol dichloromethane), [BH4-].[Na+] (sodium borohydride). Run at time 5 minute. Yields the product N(=[N+]=[N-])[C@@H]1C(N([C@@H]1CO)C1=CC=C(C=C1)OC)=O ((±)-(cis)-3-Azido-4-hydroxymethyl-1-(4-methoxyphenyl)-2-oxoazetidine). The solvent is C(C)O (ethanol). Reported procedure: A solution of (cis)-3-azido-1-(4-methoxyphenyl)-4-(2-phenylethenyl)-2-oxoazetidine (6 g, 18.75 mmole) in 1:1 ethanol-dichloromethane (180 ml) was cooled to -78° C. and ozonized until the mixture retained a purple hue. The reaction was purged with nitrogen, and sodium borohydride (2.835 g, 75 mmole) was added as a solid followed by 85 ml of ethanol. The mixture is allowed to stand at -78° C. for five minutes and then stirred at ice-bath temperature for one hour. The reaction was acidified to pH 4... RXN SMILES: [N:1]([C@H:4]1[C@@H:7]([CH:8]=CC2C=CC=CC=2)[N:6]([C:16]2[CH:21]=[CH:20][C:19]([O:22][CH3:23])=[CH:18][CH:17]=2)[C:5]1=[O:24])=[N+:2]=[N-:3].C([OH:27])C.ClCCl.[BH4-].[Na+].Cl>C(O)C>[N:1]([C@H:4]1[C@@H:7]([CH2:8][OH:27])[N:6]([C:16]2[CH:21]=[CH:20][C:19]([O:22][CH3:23])=[CH:18][CH:17]=2)[C:5]1=[O:24])=[N+:2]=[N-:3] |f:1.2,3.4|. Starting materials: O=[O+][O-] (ozone), C(C=C)C1=C(C(=CC(=C1)Cl)Br)O (2-allyl-6-bromo-4-chlorophenol), [BH4-].[Na+] (sodium tetrahydroborate). Solvent: ClCCl (dichloromethane). Conditions: time 8 hour. The product is BrC1=C(C(=CC(=C1)Cl)CCO)O (2-bromo-4-chloro-6-(2-hydroxyethyl)phenol). Isolated yield 42.0%. RXN SMILES: [CH2:1]([C:4]1[CH:9]=[C:8]([Cl:10])[CH:7]=[C:6]([Br:11])[C:5]=1[OH:12])[CH:2]=C.[O:13]=[O+][O-].[BH4-].[Na+]>ClCCl>[Br:11][C:6]1[CH:7]=[C:8]([Cl:10])[CH:9]=[C:4]([CH2:1][CH2:2][OH:13])[C:5]=1[OH:12] |f:2.3|. Reported procedure: A solution of 2-allyl-6-bromo-4-chlorophenol (1.378 g, 5.567 mmol) in 20 mL dichloromethane was cooled at −78° C. While stirring at this temperature, ozone was bubbled through the reaction solution for 6.5 hours. After flushing the reaction vessel with oxygen, while still at −78° C., the reaction was quenched with sodium tetrahydroborate (1.064 g, 28.12 mmol). The reaction was then warmed to room temperature and stirred overnight. The reaction mixture was partitioned between ethyl acetate and wa...